This data is from the Open Reaction Database (ORD), a public repository of structured organic reaction records. The task is: describe an organic reaction: reactants, conditions, products, and yield Reaction SMILES: [CH3:1][O:2][C:3]([N:4]([CH:5]1[CH2:6][CH:7]([CH3:25])[N:8]([CH2:19][CH:20]([CH2:21][CH3:22])[CH2:23][CH3:24])[c:9]2[cH:10][c:11]([O:17][CH3:18])[c:12]([O:15][CH3:16])[cH:13][c:14]21)[CH2:26][c:27]1[cH:28][c:29]([C:37]([F:38])([F:39])[F:40])[cH:30][c:31]([C:33]([F:34])([F:35])[F:36])[cH:32]1)=[O:41].[ClH:42]>>[CH3:1][O:2][C:3]([N:4]([CH:5]1[CH2:6][CH:7]([CH3:25])[N:8]([CH2:19][CH2:20][CH2:21][CH3:22])[c:9]2[cH:10][c:11]([O:17][CH3:18])[c:12]([O:15][CH3:16])[cH:13][c:14]21)[CH2:26][c:27]1[cH:28][c:29]([C:37]([F:38])([F:39])[F:40])[cH:30][c:31]([C:33]([F:34])([F:35])[F:36])[cH:32]1)=[O:41]. Reactants: CCC(CC)CN1c2cc(OC)c(OC)cc2C(N(Cc2cc(C(F)(F)F)cc(C(F)(F)F)c2)C(=O)OC)CC1C, Cl. The product is CCCCN1c2cc(OC)c(OC)cc2C(N(Cc2cc(C(F)(F)F)cc(C(F)(F)F)c2)C(=O)OC)CC1C. The reactants are CCCC[Sn](CCCC)(CCCC)c1ccco1, C1COCCO1, [Cl-], CC(C)(C)OC(=O)n1c(-c2cc(OS(=O)(=O)C(F)(F)F)c(Cl)c3c2C(=O)NC3)cc2cc(CN3CCCCC3)ccc21, [F-], [Li+], [NH4+], c1ccc(P(c2ccccc2)(c2ccccc2)[Pd](P(c2ccccc2)(c2ccccc2)c2ccccc2)(P(c2ccccc2)(c2ccccc2)c2ccccc2)P(c2ccccc2)(c2ccccc2)c2ccccc2)cc1. The product is CC(C)(C)OC(=O)n1c(-c2cc(-c3ccco3)c(Cl)c3c2C(=O)NC3)cc2cc(CN3CCCCC3)ccc21. As a reaction SMILES: [CH2:43]([Sn:44]([CH2:45][CH2:46][CH2:47][CH3:53])([c:48]1[o:49][cH:50][cH:51][cH:52]1)[CH2:54][CH2:55][CH2:56][CH3:57])[CH2:58][CH2:59][CH3:60].[CH2:65]1[O:66][CH2:67][CH2:68][O:69][CH2:70]1.[Cl-:62].[Cl:1][c:2]1[c:3]2[c:7]([c:8](-[c:19]3[n:20]([C:35](=[O:36])[O:37][C:38]([CH3:39])([CH3:40])[CH3:41])[c:21]4[cH:22][cH:23][c:24]([CH2:28][N:29]5[CH2:30][CH2:31][CH2:32][CH2:33][CH2:34]5)[cH:25][c:26]4[cH:27]3)[cH:9][c:10]1[O:11][S:12]([C:13]([F:14])([F:15])[F:16])(=[O:17])=[O:18])[C:6](=[O:42])[NH:5][CH2:4]2.[F-:63].[Li+:61].[NH4+:64].[cH:71]1[cH:72][cH:73][c:74]([P:75]([Pd:76]([P:77]([c:78]2[cH:79][cH:80][cH:81][cH:82][cH:83]2)([c:84]2[cH:85][cH:86][cH:87][cH:88][cH:89]2)[c:90]2[cH:91][cH:92][cH:93][cH:94][cH:95]2)([P:96]([c:97]2[cH:98][cH:99][cH:100][cH:101][cH:102]2)([c:103]2[cH:104][cH:105][cH:106][cH:107][cH:108]2)[c:109]2[cH:110][cH:111][cH:112][cH:113][cH:114]2)[P:115]([c:116]2[cH:117][cH:118][cH:119][cH:120][cH:121]2)([c:122]2[cH:123][cH:124][cH:125][cH:126][cH:127]2)[c:128]2[cH:129][cH:130][cH:131][cH:132][cH:133]2)([c:134]2[cH:135][cH:136][cH:137][cH:138][cH:139]2)[c:140]2[cH:141][cH:142][cH:143][cH:144][cH:145]2)[cH:146][cH:147]1>>[Cl:1][c:2]1[c:3]2[c:7]([c:8](-[c:19]3[n:20]([C:35](=[O:36])[O:37][C:38]([CH3:39])([CH3:40])[CH3:41])[c:21]4[cH:22][cH:23][c:24]([CH2:28][N:29]5[CH2:30][CH2:31][CH2:32][CH2:33][CH2:34]5)[cH:25][c:26]4[cH:27]3)[cH:9][c:10]1-[c:48]1[o:49][cH:50][cH:51][cH:52]1)[C:6](=[O:42])[NH:5][CH2:4]2. Starting materials: ClCCCCCC(C#N)(C1=CC(=C(C=C1)OC)OC)SC1CCCCC1 (α-(5-chloropentyl)-α-(cyclohexylthio)-3,4-dimethoxybenzeneacetonitrile), Cl.COC=1C=C2CCNCC2=CC1OC (6,7-dimethoxy-1,2,3,4-tetrahydroisoquinoline hydrochloride). Yields the product C1(CCCCC1)SC(C#N)(CCCCCN1CC2=CC(=C(C=C2CC1)OC)OC)C1=CC(=C(C=C1)OC)OC (α-(Cyclohexylthio)-α-(3,4-dimethoxyphenyl)-3,4-dihydro6,7dimethoxy-2(1H)-isoquinolineheptane nitrile). The yield is 66.3%. Reaction SMILES: Cl[CH2:2][CH2:3][CH2:4][CH2:5][CH2:6][C:7]([S:20][CH:21]1[CH2:26][CH2:25][CH2:24][CH2:23][CH2:22]1)([C:10]1[CH:15]=[CH:14][C:13]([O:16][CH3:17])=[C:12]([O:18][CH3:19])[CH:11]=1)[C:8]#[N:9].Cl.[CH3:28][O:29][C:30]1[CH:31]=[C:32]2[C:37](=[CH:38][C:39]=1[O:40][CH3:41])[CH2:36][NH:35][CH2:34][CH2:33]2>>[CH:21]1([S:20][C:7]([C:10]2[CH:15]=[CH:14][C:13]([O:16][CH3:17])=[C:12]([O:18][CH3:19])[CH:11]=2)([CH2:6][CH2:5][CH2:4][CH2:3][CH2:2][N:35]2[CH2:34][CH2:33][C:32]3[C:37](=[CH:38][C:39]([O:40][CH3:41])=[C:30]([O:29][CH3:28])[CH:31]=3)[CH2:36]2)[C:8]#[N:9])[CH2:26][CH2:25][CH2:24][CH2:23][CH2:22]1 |f:1.2|. Procedure details: The procedure of Example 3 is repeated using 2.7 g of α-(5-chloropentyl)-α-(cyclohexylthio)-3,4-dimethoxybenzeneacetonitrile and 2.53 g of 6,7-dimethoxy-1,2,3,4-tetrahydroisoquinoline hydrochloride. This affords 2.5 g of the desired product as a light yellow oil. Starting materials: N(=O)[O-].[Na+] (sodium nitrite), FB(F)F.F (trifluoroborane hydrogen fluoride), NC1=CC(=C(C(=O)OCC)C=C1)N[C@@H]1[C@H](CCCC1)N1CCCC1 (Ethyl 4-amino-2-{[(1S,2S)-2-pyrrolidin-1-ylcyclohexyl]amino}benzoate). The solvent is O (water). The product is FC1=CC(=C(C(=O)OCC)C=C1)N[C@@H]1[C@H](CCCC1)N1CCCC1 (ethyl 4-fluoro-2-{[(1S,2S)-2-pyrrolidin-1-ylcyclohexyl]amino}benzoate). Reaction SMILES: N[C:2]1[CH:12]=[CH:11][C:5]([C:6]([O:8][CH2:9][CH3:10])=[O:7])=[C:4]([NH:13][C@H:14]2[CH2:19][CH2:18][CH2:17][CH2:16][C@@H:15]2[N:20]2[CH2:24][CH2:23][CH2:22][CH2:21]2)[CH:3]=1.N([O-])=O.[Na+].[F:29]B(F)F.F>O>[F:29][C:2]1[CH:12]=[CH:11][C:5]([C:6]([O:8][CH2:9][CH3:10])=[O:7])=[C:4]([NH:13][C@H:14]2[CH2:19][CH2:18][CH2:17][CH2:16][C@@H:15]2[N:20]2[CH2:24][CH2:23][CH2:22][CH2:21]2)[CH:3]=1 |f:1.2,3.4|. Procedure: Ethyl 4-amino-2-{[(1S,2S)-2-pyrrolidin-1-ylcyclohexyl]amino}benzoate was allowed to react with sodium nitrite (NaNO2) and trifluoroborane-hydrogen fluoride complex (BF3.HF) in water at 10° C. for 10 minutes. By post-treating the reaction liquid, ethyl 4-fluoro-2-{[(1S,2S)-2-pyrrolidin-1-ylcyclohexyl]amino}benzoate was obtained.